This data is from the Open Reaction Database (ORD), a public repository of structured organic reaction records. The task is: describe an organic reaction: reactants, conditions, products, and yield Reactants: C1COCCN1CCCS(=O)(=O)O.[OH-].[Na+] (MOPS NaOH), [Cl-].[Na+] (sodium chloride), O=C[C@H](O)[C@@H](O)[C@H](O)[C@H](O)CO (D-glucose), [Cl-].[Ca+2].[Cl-] (calcium chloride), P(=O)(O)(O)[O-].[K+] (potassium dihydrogen phosphate), P(=O)(O)(O)[O-].[K+] (potassium dihydrogen phosphate), S(=O)(=O)([O-])[O-].[Mg+2] (magnesium sulfate), [Cl-].[Na+] (sodium chloride), [Cl-].[Ca+2].[Cl-] (calcium chloride), [Cl-].[K+] (potassium chloride), N(CC(=O)O)C(CO)(CO)CO (tricine), [Cl-].[K+] (potassium chloride), O=C[C@H](O)[C@@H](O)[C@H](O)[C@H](O)CO (D-glucose), S(=O)(=O)([O-])[O-].[Mg+2] (magnesium sulfate). Yields the product N1=CC=CC(=C1)C1N(C)CCC1 (Nicotine). RXN SMILES: [Cl-].[Na+].[Cl-].[K+].O=[CH:6][C@@H:7]([C@H:9]([C@@H:11]([C@@H:13]([CH2:15]O)O)O)O)O.[Cl-].[Ca+2].[Cl-].P([O-])(O)(O)=O.[K+].S([O-])([O-])(=O)=O.[Mg+2].[NH:32]([C:37]([CH2:42]O)(CO)CO)[CH2:33]C(O)=O.C1[N:49](CCCS(O)(=O)=O)[CH2:48]COC1.[OH-].[Na+]>>[N:49]1[CH:48]=[C:11]([CH:13]2[CH2:15][CH2:42][CH2:37][N:32]2[CH3:33])[CH:9]=[CH:7][CH:6]=1 |f:0.1,2.3,5.6.7,8.9,10.11,13.14.15|. Reported procedure: The activity at pH 8.0 was determined using a buffer comprising 125 mM sodium chloride, 4.8 mM potassium chloride, 5.6 mM D-glucose, 1.2 mM calcium chloride, 1.2 mM potassium dihydrogen phosphate, 1.2 mM magnesium sulfate, and 25 mM tricine. The activity at pH 7.0 was further determined using a buffer comprising 125 mM sodium chloride, 4.8 mM potassium chloride, 5.6 mM D-glucose, 1.2 mM calcium chloride, 1.2 mM potassium dihydrogen phosphate, 1.2 mM magnesium sulfate, and 25 mM MOPS-NaOH.